Dataset: the Open Reaction Database (ORD), a public repository of structured organic reaction records. Task: describe an organic reaction: reactants, conditions, products, and yield Reactants: O (water), [OH-].[Na+] (sodium hydroxide), C(=C)OCCCl (2-chloroethyl vinyl ether), S1C(=CC=C1)CC(=O)O (thiophene-2-acetic acid). Solvent: C(C)(=O)OCC (ethyl acetate), CN(C(C)=O)C (N,N-dimethylacetamide). Run at time 10 minute. The product is C(=C)OCCOC(=O)CC=1SC=CC1 (2-Thienylmethylcarbonyloxyethyl Vinyl Ether). As a reaction SMILES: [S:1]1[CH:5]=[CH:4][CH:3]=[C:2]1[CH2:6][C:7]([OH:9])=[O:8].[OH-].[Na+].[CH:12]([O:14][CH2:15][CH2:16]Cl)=[CH2:13].O>CN(C)C(=O)C.C(OCC)(=O)C>[CH:12]([O:14][CH2:15][CH2:16][O:8][C:7]([CH2:6][C:2]1[S:1][CH:5]=[CH:4][CH:3]=1)=[O:9])=[CH2:13] |f:1.2|. Procedure details: In 500 ml of N,N-dimethylacetamide (DMAc) was dissolved 100 g of thiophene-2-acetic acid, and to the resulting solution was added 31 g of sodium hydroxide, followed by stirring at room temperature for 10 minutes. Then, 112 g of 2-chloroethyl vinyl ether was added thereto and the mixture was stirred at 120° C. for 2 hours. The deposition of salt was observed. To the reaction solution were added water and ethyl acetate, and the mixture was subjected to separation procedure. The organic phase was w... Yields the product C1(CCCC1)OC(=O)C1=C(NC(=C(C1C1=C(C=CC=C1F)Cl)C(=O)O)C)C (4-(2-Chloro-6-fluorophenyl)-1,4-dihydro-2,6-dimethylpyridine-3,5-dicarboxylic acid monocyclopentyl ester). The solvent is COCCOC (1,2-dimethoxyethane). Reactants: ClC1=C(C(=CC=C1)F)C1C(=C(NC(=C1C(=O)OC1CCCC1)C)C)C(=O)OCCC#N (2-cyanoethyl cyclopentyl 4-(2-chloro-6-fluorophenyl)-1,4-dihydro-2,6-dimethylpyridine-3,5-dicarboxylate), [OH-].[Na+] (sodium hydroxide). Reported procedure: 98 g (0.22 mol) of 2-cyanoethyl cyclopentyl 4-(2-chloro-6-fluorophenyl)-1,4-dihydro-2,6-dimethylpyridine-3,5-dicarboxylate are dissolved in 400 ml of 1,2-dimethoxyethane and the solution is stirred with 400 ml of 1 N sodium hydroxide solution at room temperature overnight. As a reaction SMILES: [Cl:1][C:2]1[CH:7]=[CH:6][CH:5]=[C:4]([F:8])[C:3]=1[CH:9]1[C:14]([C:15]([O:17][CH:18]2[CH2:22][CH2:21][CH2:20][CH2:19]2)=[O:16])=[C:13]([CH3:23])[NH:12][C:11]([CH3:24])=[C:10]1[C:25]([O:27]CCC#N)=[O:26].[OH-].[Na+]>COCCOC>[CH:18]1([O:17][C:15]([C:14]2[CH:9]([C:3]3[C:4]([F:8])=[CH:5][CH:6]=[CH:7][C:2]=3[Cl:1])[C:10]([C:25]([OH:27])=[O:26])=[C:11]([CH3:24])[NH:12][C:13]=2[CH3:23])=[O:16])[CH2:19][CH2:20][CH2:21][CH2:22]1 |f:1.2|. Starting materials: ClC=1C=CC(=C(C(=O)O)C1)NC=C[N+](=O)[O-] (5-Chloro-2-(2-nitrovinylamino)benzoic acid), Compound, C(C)(=O)[O-].[K+] (potassium acetate), C(C)(=O)OC(C)=O (acetic anhydride). Yields the product ClC=1C=C2C(=C(C=NC2=CC1)[N+](=O)[O-])O (6-Chloro-3-nitroquinolin-4-ol). RXN SMILES: [Cl:1][C:2]1[CH:3]=[CH:4][C:5]([NH:11][CH:12]=[CH:13][N+:14]([O-:16])=[O:15])=[C:6]([CH:10]=1)[C:7](O)=[O:8].C([O-])(=O)C.[K+].C(OC(=O)C)(=O)C>>[Cl:1][C:2]1[CH:10]=[C:6]2[C:5](=[CH:4][CH:3]=1)[N:11]=[CH:12][C:13]([N+:14]([O-:16])=[O:15])=[C:7]2[OH:8] |f:1.2|. Procedure: 5-Chloro-2-(2-nitrovinylamino)benzoic acid (Compound of step 1, 24 g, 98.36 mmol) and potassium acetate (19.2 g, 196.72 mmol) in acetic anhydride (120 mL, 1200 mmol) were stirred for 3 hours at 120° C. The precipitate was filtered, washed with acetic acid and water and dried in vacuo to obtain the title compound. Yield: 15 g (64%); 1H NMR (DMSO-d6, 300 MHz): δ 13.142 (s, 1H), 9.32 (s, 1H), 8.159-8.166 (d, 1H, J=2.1 Hz), 7.822-7.859 (dd, 1H, J=8.7 Hz, 2.4 Hz), 7.734-7.763 (d, 1H, J=8.7 Hz); MS: m... Starting materials: Cl.Cl.CN(C1CCOCC1)C[C@@H]1CC[C@H](CC1)N (trans-4-[N-methyl-N-(tetrahydropyran-4-yl)aminomethyl]cyclohexylamine dihydrochloride), C1CCC2=NCCCN2CC1 (1,8-diazabicyclo[5,4,0]-7-undecene), CC1=CC=C(C=C1)C=1C=C(SC1)/C=C/C(=O)O ((E)-3-[4-(4-methylphenyl)-thiophen-2-yl]acrylic acid), ON1N=NC2=C1C=CC=C2 (1-hydroxybenzotriazole), Cl.C(C)N=C=NCCCN(C)C (1-ethyl-3-(3-dimethylaminopropyl)carbodiimide hydrochloride). Reaction conditions: time 2 hour. Yields the product CC1=CC=C(C=C1)C=1C=C(SC1)/C=C/C(=O)N[C@@H]1CC[C@H](CC1)CN(C1CCOCC1)C ((trans, E)-3-[4-(4-methylphenyl)thiophen-2-yl]-N-[4-[N-methyl-N-(tetrahydropyran-4-yl)aminomethyl]cyclohexyl]acrylamide). Procedure details: Into a suspension of (E)-3-[4-(4-methylphenyl)-thiophen-2-yl]acrylic acid (150 mg) and 1-hydroxybenzotriazole (124 mg) in acetonitrile (10 ml) was added at room temperature 1-ethyl-3-(3-dimethylaminopropyl)carbodiimide hydrochloride (177 mg), and the resulting mixture was stirred for 2 hours. Into the reaction mixture was added a solution of trans-4-[N-methyl-N-(tetrahydropyran-4-yl)aminomethyl]cyclohexylamine dihydrochloride (276 mg), 1,8-diazabicyclo[5,4,0]-7-undecene (281 mg) and triethylamin... Reaction SMILES: [CH3:1][C:2]1[CH:7]=[CH:6][C:5]([C:8]2[CH:9]=[C:10](/[CH:13]=[CH:14]/[C:15]([OH:17])=O)[S:11][CH:12]=2)=[CH:4][CH:3]=1.ON1C2C=CC=CC=2N=N1.Cl.C(N=C=NCCCN(C)C)C.Cl.Cl.[CH3:42][N:43]([CH2:50][C@H:51]1[CH2:56][CH2:55][C@H:54]([NH2:57])[CH2:53][CH2:52]1)[CH:44]1[CH2:49][CH2:48][O:47][CH2:46][CH2:45]1.C1CCN2C(=NCCC2)CC1>C(#N)C.C(N(CC)CC)C>[CH3:1][C:2]1[CH:3]=[CH:4][C:5]([C:8]2[CH:9]=[C:10](/[CH:13]=[CH:14]/[C:15]([NH:57][C@H:54]3[CH2:53][CH2:52][C@H:51]([CH2:50][N:43]([CH3:42])[CH:44]4[CH2:49][CH2:48][O:47][CH2:46][CH2:45]4)[CH2:56][CH2:55]3)=[O:17])[S:11][CH:12]=2)=[CH:6][CH:7]=1 |f:2.3,4.5.6|. The yield is 68.7%. The solvent is C(C)#N (acetonitrile), C(C)N(CC)CC (triethylamine), C(C)#N (acetonitrile). The reactants are BrC1=NC(=CC=C1)Br (2,6-dibromopyridine), CC1(COB(OC1)C=1C=NSC1)C (4-(5,5-dimethyl-[1,3,2]dioxaborinan-2-yl)isothiazole), C([O-])([O-])=O.[Cs+].[Cs+] (cesium carbonate). Reagents/catalysts: [Pd].C1(=CC=CC=C1)P(C1=CC=CC=C1)C1=CC=CC=C1.C1(=CC=CC=C1)P(C1=CC=CC=C1)C1=CC=CC=C1.C1(=CC=CC=C1)P(C1=CC=CC=C1)C1=CC=CC=C1.C1(=CC=CC=C1)P(C1=CC=CC=C1)C1=CC=CC=C1 (tetrakis(triphenylphosphine)-palladium(0)). Run in O1CCOCC1 (1,4-dioxane). Product: BrC1=NC(=CC=C1)C=1C=NSC1 (2-bromo-6-(isothiazol-4-yl)pyridine). Isolated yield 76.9%. As a reaction SMILES: Br[C:2]1[CH:7]=[CH:6][CH:5]=[C:4]([Br:8])[N:3]=1.CC1(C)COB([C:16]2[CH:17]=[N:18][S:19][CH:20]=2)OC1.C(=O)([O-])[O-].[Cs+].[Cs+]>O1CCOCC1.[Pd].C1(P(C2C=CC=CC=2)C2C=CC=CC=2)C=CC=CC=1.C1(P(C2C=CC=CC=2)C2C=CC=CC=2)C=CC=CC=1.C1(P(C2C=CC=CC=2)C2C=CC=CC=2)C=CC=CC=1.C1(P(C2C=CC=CC=2)C2C=CC=CC=2)C=CC=CC=1>[Br:8][C:4]1[CH:5]=[CH:6][CH:7]=[C:2]([C:16]2[CH:17]=[N:18][S:19][CH:20]=2)[N:3]=1 |f:2.3.4,6.7.8.9.10|. Procedure: A degassed solution of 2,6-dibromopyridine (0.86 g, 3.56 mmol) and 4-(5,5-dimethyl-[1,3,2]dioxaborinan-2-yl)isothiazole (0.35 g, 1.78 mmol) in dry 1,4-dioxane (10 ml) was stirred under an atmosphere of nitrogen, then cesium carbonate (1.20 g, 3.68 mmol) and tetrakis(triphenylphosphine)-palladium(0) (0.10 g, 5 mol %) added. This mixture was heated to reflux for 18 h. After cooling to ambient temperature, solvent was removed in vacuo, the residue dissolved in dichloromethane, washed with water and... Reactants: CC(=O)O, COc1cc2nccc(O)c2cc1OC, O=C1CCC(=O)N1Cl. Product: COc1cc2ncc(Cl)c(O)c2cc1OC. Reaction SMILES: [CH3:24][C:25](=[O:26])[OH:27].[CH3:9][O:10][c:11]1[cH:12][c:13]2[c:14]([OH:23])[cH:15][cH:16][n:17][c:18]2[cH:19][c:20]1[O:21][CH3:22].[Cl:1][N:2]1[C:3](=[O:4])[CH2:5][CH2:6][C:7]1=[O:8]>>[Cl:1][c:15]1[c:14]([OH:23])[c:13]2[cH:12][c:11]([O:10][CH3:9])[c:20]([O:21][CH3:22])[cH:19][c:18]2[n:17][cH:16]1.